This data is from the Open Reaction Database (ORD), a public repository of structured organic reaction records. The task is: describe an organic reaction: reactants, conditions, products, and yield The reactants are CN(C)C=O, Cc1ccc(C(=O)CCCCl)c(C)c1, O, c1c[nH]cn1. The product is Cc1ccc(C(=O)CCCn2ccnc2)c(C)c1. As a reaction SMILES: [CH3:21][N:22]([CH3:23])[CH:24]=[O:25].[Cl:1][CH2:2][CH2:3][CH2:4][C:5](=[O:6])[c:7]1[c:8]([CH3:14])[cH:9][c:10]([CH3:13])[cH:11][cH:12]1.[OH2:20].[nH:15]1[cH:16][n:17][cH:18][cH:19]1>>[CH2:2]([CH2:3][CH2:4][C:5](=[O:6])[c:7]1[c:8]([CH3:14])[cH:9][c:10]([CH3:13])[cH:11][cH:12]1)[n:15]1[cH:16][n:17][cH:18][cH:19]1. The reactants are CN1N=CC2=CC(=CC(=C12)COCC1(CCN(CC1)C(=O)OC(C)(C)C)C1=CC=CC=C1)C(F)(F)F (tert-Butyl 4-(((1-methyl-5-(trifluoromethyl)-1H-indazol-7-yl)methoxy)methyl)-4-phenylpiperidine-1-carboxylate). Run in FC(C(=O)O)(F)F (trifluoroacetic acid). Run at time 15 minute. The product is CN1N=CC2=CC(=CC(=C12)COCC1(CCNCC1)C1=CC=CC=C1)C(F)(F)F (1-Methyl-7-(((4-phenylpiperidin-4-yl)methoxy)methyl)-5-(trifluoromethyl)-1H-indazole). RXN SMILES: [CH3:1][N:2]1[C:10]2[C:5](=[CH:6][C:7]([C:33]([F:36])([F:35])[F:34])=[CH:8][C:9]=2[CH2:11][O:12][CH2:13][C:14]2([C:27]3[CH:32]=[CH:31][CH:30]=[CH:29][CH:28]=3)[CH2:19][CH2:18][N:17](C(OC(C)(C)C)=O)[CH2:16][CH2:15]2)[CH:4]=[N:3]1>FC(F)(F)C(O)=O>[CH3:1][N:2]1[C:10]2[C:5](=[CH:6][C:7]([C:33]([F:36])([F:35])[F:34])=[CH:8][C:9]=2[CH2:11][O:12][CH2:13][C:14]2([C:27]3[CH:32]=[CH:31][CH:30]=[CH:29][CH:28]=3)[CH2:15][CH2:16][NH:17][CH2:18][CH2:19]2)[CH:4]=[N:3]1. Procedure: tert-Butyl 4-(((1-methyl-5-(trifluoromethyl)-1H-indazol-7-yl)methoxy)methyl)-4-phenylpiperidine-1-carboxylate (187 mg, 0.371 mmol) was dissolved in trifluoroacetic acid (25% in dichloromethane, 2 mL) and stirred at room temperature for 15 min. The reaction was concentrated and loaded onto a strong cation exchange cartridge in methanol. The cartridge was flushed with several volumes of methanol which were discarded. The product was eluted with 2 M ammonia in methanol and concentrated to 151 mg (q...